Dataset: the Open Reaction Database (ORD), a public repository of structured organic reaction records. Task: describe an organic reaction: reactants, conditions, products, and yield Reactants: O=[Ag], CCOC(=O)C(C)Br, COC(=O)c1c(C=NO)cccc1Oc1nc(OC)cc(OC)n1, CC(C)=O. Product: CCOC(=O)C(C)ON=Cc1cccc(Oc2nc(OC)cc(OC)n2)c1C(=O)OC. As a reaction SMILES: [Ag:33]=[O:34].[Br:25][CH:26]([C:27](=[O:28])[O:29][CH2:30][CH3:31])[CH3:32].[CH3:1][O:2][c:3]1[n:4][c:5]([O:11][c:12]2[c:13]([C:14](=[O:15])[O:16][CH3:17])[c:18]([CH:22]=[N:23][OH:24])[cH:19][cH:20][cH:21]2)[n:6][c:7]([O:9][CH3:10])[cH:8]1.[CH3:35][C:36](=[O:37])[CH3:38]>>[CH3:1][O:2][c:3]1[n:4][c:5]([O:11][c:12]2[c:13]([C:14](=[O:15])[O:16][CH3:17])[c:18]([CH:22]=[N:23][O:24][CH:26]([C:27](=[O:28])[O:29][CH2:30][CH3:31])[CH3:32])[cH:19][cH:20][cH:21]2)[n:6][c:7]([O:9][CH3:10])[cH:8]1. Starting materials: FC(C(=O)O)(F)F.FC(C(=O)O)(F)F.ClC=1C=NC=C(C1C=1NC2=C(C3=C(NC4=C2C=CN=C4)N=CC=C3)N1)Cl (2-(3,5-Dichloropyridin-4-yl)-3,8-dihydroimidazo[4,5-d]dipyrido[2,3-b:4′,3′-f]azepine bis(trifluoroacetate)), tetrakis-(triphenylphosphine)palladium(0), CN(C=O)C (N,N-dimethylformamide). The reagents and catalysts are [C-]#N.[Zn+2].[C-]#N (zinc cyanide). Conditions: temperature 175 celsius. The product is FC(C(=O)O)(F)F.FC(C(=O)O)(F)F.FC(C(=O)O)(F)F.ClC=1C=NC=C(C#N)C1C=1NC2=C(C3=C(NC4=C2C=CN=C4)N=CC=C3)N1 (5-Chloro-4(3,8-dihydroimidazo[4,5-d]dipyrido[2,3-b:4′,3′-f]azepine-2yl)nicotinonitrile tris(trifluoroacetate)). Isolated yield 13.0%. RXN SMILES: [F:1][C:2]([F:7])([F:6])[C:3]([OH:5])=[O:4].[F:8][C:9]([F:14])([F:13])[C:10]([OH:12])=[O:11].[Cl:15][C:16]1[CH:17]=[N:18][CH:19]=[C:20](Cl)[C:21]=1[C:22]1[NH:23][C:24]2[C:30]3[CH:31]=[CH:32][N:33]=[CH:34][C:29]=3[NH:28][C:27]3[N:35]=[CH:36][CH:37]=[CH:38][C:26]=3[C:25]=2[N:39]=1.[CH3:41][N:42](C)C=O>[C-]#N.[Zn+2].[C-]#N>[F:1][C:2]([F:7])([F:6])[C:3]([OH:5])=[O:4].[F:8][C:9]([F:14])([F:13])[C:10]([OH:12])=[O:11].[F:1][C:2]([F:7])([F:6])[C:3]([OH:5])=[O:4].[Cl:15][C:16]1[CH:17]=[N:18][CH:19]=[C:20]([C:21]=1[C:22]1[NH:23][C:24]2[C:30]3[CH:31]=[CH:32][N:33]=[CH:34][C:29]=3[NH:28][C:27]3[N:35]=[CH:36][CH:37]=[CH:38][C:26]=3[C:25]=2[N:39]=1)[C:41]#[N:42] |f:0.1.2,4.5.6,7.8.9.10|. Reported procedure: 2-(3,5-Dichloropyridin-4-yl)-3,8-dihydroimidazo[4,5-d]dipyrido[2,3-b:4′,3′-f]azepine bis(trifluoroacetate) (200 mg, 0.3 mmol), zinc cyanide (231 mg, 1.97 mmol), and tetrakis-(triphenylphosphine)palladium(0) (190 mg, 0.16 mmol) were stirred in N,N-dimethylformamide and degassed for 10 minutes by bubbling with nitrogen gas. The mixture was heated in a microwave for 20 minutes at 175° C. Purification by preparative LCMS gave the desired product (25 mg, 13%). 1H NMR (DMSO-d6): δ 9.20 (d, 2H), 8.60 (... Starting materials: O=C(OC(Cl)(Cl)Cl)OC(Cl)(Cl)Cl, CN(CCN)C1CC1, Nc1ccc2nc(NC3CCc4ccccc43)ccc2c1. Yields the product CN(CCNC(=O)Nc1ccc2nc(NC3CCc4ccccc43)ccc2c1)C1CC1. As a reaction SMILES: [C:1]([O:2][C:3]([Cl:4])([Cl:5])[Cl:6])([O:7][C:8]([Cl:9])([Cl:10])[Cl:11])=[O:12].[CH:13]1([N:16]([CH2:17][CH2:18][NH2:19])[CH3:20])[CH2:14][CH2:15]1.[CH:21]1([NH:30][c:31]2[n:32][c:33]3[cH:34][cH:35][c:36]([NH2:41])[cH:37][c:38]3[cH:39][cH:40]2)[CH2:22][CH2:23][c:24]2[cH:25][cH:26][cH:27][cH:28][c:29]21>>[C:1](=[O:12])([NH:19][CH2:18][CH2:17][N:16]([CH:13]1[CH2:14][CH2:15]1)[CH3:20])[NH:41][c:36]1[cH:35][cH:34][c:33]2[n:32][c:31]([NH:30][CH:21]3[CH2:22][CH2:23][c:24]4[cH:25][cH:26][cH:27][cH:28][c:29]43)[cH:40][cH:39][c:38]2[cH:37]1. Starting materials: N1(N=CN=C1)C1=CC=C(C=C1)NC(OC1=CC=CC=C1)=O (phenyl 4-(1H-1,2,4-triazol-1-yl)phenylcarbamate), C(C)OC(CN)OCC (2,2-diethoxyethyl amine). The solvent is N1=CC=CC=C1 (pyridine). Conditions: temperature 50 celsius. Product: C(C)OC(CNC(=O)NC1=CC=C(C=C1)N1N=CN=C1)OCC (1-(2,2-diethoxyethyl)-3-[4-(1H-1,2,4-triazol-1-yl)phenyl]urea). Yield: 97.9%. Reaction SMILES: [N:1]1([C:6]2[CH:11]=[CH:10][C:9]([NH:12][C:13](=[O:21])OC3C=CC=CC=3)=[CH:8][CH:7]=2)[CH:5]=[N:4][CH:3]=[N:2]1.[CH2:22]([O:24][CH:25]([O:28][CH2:29][CH3:30])[CH2:26][NH2:27])[CH3:23]>N1C=CC=CC=1>[CH2:22]([O:24][CH:25]([O:28][CH2:29][CH3:30])[CH2:26][NH:27][C:13]([NH:12][C:9]1[CH:8]=[CH:7][C:6]([N:1]2[CH:5]=[N:4][CH:3]=[N:2]2)=[CH:11][CH:10]=1)=[O:21])[CH3:23]. Reported procedure: A mixture of phenyl 4-(1H-1,2,4-triazol-1-yl)phenylcarbamate (13 g), 2,2-diethoxyethyl amine (7.4 g) and pyridine (3.67 g) was heated at 50° C. for 3 hours. The resultant was cooled and the precipitated crystals were washed with a mixture of diisopropyl ether and petroleum ether (1:1, 100 ml×2) to give 1-(2,2-diethoxyethyl)-3-[4-(1H-1,2,4-triazol-1-yl)phenyl]urea (14.5 g) as a colorless crystalline powder.